Dataset: the Open Reaction Database (ORD), a public repository of structured organic reaction records. Task: describe an organic reaction: reactants, conditions, products, and yield Reactants: ClC=1C=C2C(CCOC2=CC1OC1=CC=C(C=C1)C(NCC1=CC(=C(C=C1)Cl)Cl)=O)C(=O)OCC (ethyl 6-chloro-7-(4-(3,4-dichlorobenzylcarbamoyl)phenoxy)chroman-4-carboxylate), [OH-].[Na+] (sodium hydroxide), C1CCOC1 (THF), Cl (hydrochloric acid). Solvent: C(C)(=O)OCC (ethyl acetate), C(C)O (Ethanol). Product: ClC=1C=C2C(CCOC2=CC1OC1=CC=C(C=C1)C(NCC1=CC(=C(C=C1)Cl)Cl)=O)C(=O)O (6-chloro-7-(4-(3,4-dichlorobenzylcarbamoyl)phenoxy)chroman-4-carboxylic acid). Isolated yield 75.6%. Reaction SMILES: [Cl:1][C:2]1[CH:3]=[C:4]2[C:9](=[CH:10][C:11]=1[O:12][C:13]1[CH:18]=[CH:17][C:16]([C:19](=[O:30])[NH:20][CH2:21][C:22]3[CH:27]=[CH:26][C:25]([Cl:28])=[C:24]([Cl:29])[CH:23]=3)=[CH:15][CH:14]=1)[O:8][CH2:7][CH2:6][CH:5]2[C:31]([O:33]CC)=[O:32].[OH-].[Na+].C1COCC1.Cl>C(OCC)(=O)C.C(O)C>[Cl:1][C:2]1[CH:3]=[C:4]2[C:9](=[CH:10][C:11]=1[O:12][C:13]1[CH:18]=[CH:17][C:16]([C:19](=[O:30])[NH:20][CH2:21][C:22]3[CH:27]=[CH:26][C:25]([Cl:28])=[C:24]([Cl:29])[CH:23]=3)=[CH:15][CH:14]=1)[O:8][CH2:7][CH2:6][CH:5]2[C:31]([OH:33])=[O:32] |f:1.2|. Procedure: ethyl 6-chloro-7-(4-(3,4-dichlorobenzylcarbamoyl)phenoxy)chroman-4-carboxylate (69.0 mg, 0.129 mmol) was reacted with 1.0 molar sodium hydroxide (516 μL, 0.516 mmol) in a 3:1 THF:Ethanol solution (0.05 M). After 2 hours the reaction was diluted with ethyl acetate, neutralized with 1.0 molar hydrochloric acid (542 μL, 0.542 mmol) and partitioned between saturated aqueous sodium chloride The organic layer was dried with sodium sulfate, filtered, concentrated, and dried under high vacuum to provide... Product: O=C(NC1C2CC3CC1CC(O)(C3)C2)c1cnn(C2CC2)c1C(F)(F)F. Starting materials: CCN(C(C)C)C(C)C, O=C(O)c1cnn(C2CC2)c1C(F)(F)F, ClCCl, NC1C2CC3CC1CC(O)(C3)C2, CN(C)C=O, O. Reaction SMILES: [CH:16]([N:17]([CH2:18][CH3:19])[CH:20]([CH3:21])[CH3:22])([CH3:23])[CH3:24].[CH:1]1([n:4]2[n:5][cH:6][c:7]([C:13](=[O:14])[OH:15])[c:8]2[C:9]([F:10])([F:11])[F:12])[CH2:2][CH2:3]1.[Cl:38][CH2:39][Cl:40].[NH2:25][CH:26]1[CH:27]2[CH2:28][C:29]3([OH:36])[CH2:30][CH:31]([CH2:32][CH:33]1[CH2:34]3)[CH2:35]2.[O:41]=[CH:42][N:43]([CH3:44])[CH3:45].[OH2:37]>>[CH:1]1([n:4]2[n:5][cH:6][c:7]([C:13](=[O:15])[NH:25][CH:26]3[CH:27]4[CH2:28][C:29]5([OH:36])[CH2:30][CH:31]([CH2:32][CH:33]3[CH2:34]5)[CH2:35]4)[c:8]2[C:9]([F:10])([F:11])[F:12])[CH2:2][CH2:3]1. The reactants are [Al+3], CCOCC, N#CC1(c2ccc(OC(F)(F)F)cc2)CCCC1, [H-], [H-], [H-], [H-], [Li+]. Product: NCC1(c2ccc(OC(F)(F)F)cc2)CCCC1. As a reaction SMILES: [Al+3:2].[CH3:25][CH2:26][O:27][CH2:28][CH3:29].[F:7][C:8]([O:9][c:10]1[cH:11][cH:12][c:13]([C:16]2([C:21]#[N:22])[CH2:17][CH2:18][CH2:19][CH2:20]2)[cH:14][cH:15]1)([F:23])[F:24].[H-:1].[H-:4].[H-:5].[H-:6].[Li+:3]>>[F:7][C:8]([O:9][c:10]1[cH:11][cH:12][c:13]([C:16]2([CH2:21][NH2:22])[CH2:17][CH2:18][CH2:19][CH2:20]2)[cH:14][cH:15]1)([F:23])[F:24]. Starting materials: ice, NC1=NC(=CC=C1)Br (2-amino-6-bromopyridine), ClCCl (dichloromethane), C(C)OC(=O)N=C=S (ethoxycarbonyl isothiocyanate). Reaction conditions: temperature 24 celsius, time 21 hour. The product is C(C)OC(NC(NC1=NC(=CC=C1)C)=S)=O (Ethyl[(6-methylpyridin-2-yl)carbamothioyl]carbamate). Reaction SMILES: [NH2:1][C:2]1[CH:7]=[CH:6][CH:5]=[C:4](Br)[N:3]=1.[CH2:9]([O:11][C:12]([N:14]=[C:15]=[S:16])=[O:13])[CH3:10].Cl[CH2:18]Cl>>[CH2:9]([O:11][C:12](=[O:13])[NH:14][C:15](=[S:16])[NH:1][C:2]1[CH:7]=[CH:6][CH:5]=[C:4]([CH3:18])[N:3]=1)[CH3:10]. Reported procedure: To an ice-cooled solution of 2-amino-6-bromopyridine (25.0 g, 0.144 mmol, 1 equiv) in dichloromethane (400 mL) was added ethoxycarbonyl isothiocyanate (19.9 g, 0.152 mmol, 1.05 equiv) dropwise. The reaction mixture was warmed to 24° C. After 21 h, the reaction mixture was concentrated in vacuo (˜20 mm Hg). The residue was diluted with ethyl acetate (600 mL), and the resulting organic solution was washed sequentially with water (2×200 mL) and saturated aqueous sodium chloride solution (200 mL). T...